Dataset: the Open Reaction Database (ORD), a public repository of structured organic reaction records. Task: describe an organic reaction: reactants, conditions, products, and yield Procedure: Reaction of 1-acetylnipecotoyl chloride with fluorobenzene by the procedures used to prepare the compound of Preparation 1 gives the title compound. The product is FC1=CC=C(C(=O)C2CNCCC2)C=C1 (3-(4-Fluorobenzoyl)piperidine). As a reaction SMILES: C([N:4]1[CH2:12][CH2:11][CH2:10][CH:6]([C:7](Cl)=[O:8])[CH2:5]1)(=O)C.[F:13][C:14]1[CH:19]=[CH:18][CH:17]=[CH:16][CH:15]=1>>[F:13][C:14]1[CH:19]=[CH:18][C:17]([C:7]([CH:6]2[CH2:10][CH2:11][CH2:12][NH:4][CH2:5]2)=[O:8])=[CH:16][CH:15]=1. Starting materials: C(C)(=O)N1CC(C(=O)Cl)CCC1 (1-acetylnipecotoyl chloride), FC1=CC=CC=C1 (fluorobenzene). Product: O[C@H](C)[C@@H]1[C@@H]2N(C(=C([C@@H]2C)S[C@H]2C[C@H](N(C2)C(=O)OCC2=CC=C(C=C2)[N+](=O)[O-])C(=O)N2C[C@H](CC2)CN2CCCC2)C(=O)OCC2=CC=C(C=C2)[N+](=O)[O-])C1=O (4-nitrobenzyl (1R,5S,6S)-6-[(1R)-1-hydroxyethyl]-1-methyl-2-[(2S,4S)-1-(4-nitrobenzyloxycarbonyl)-2-[(3R)-3-(pyrrolidin-1-ylmethyl)pyrrolidin-1-ylcarbonyl]pyrrolidin-4-ylthio]-1-carbapen-2-em-3-carboxylate). The solvent is CN(C=O)C (dimethylformamide), CN(C=O)C (dimethylformamide), C(C)(C)N(CC)C(C)C (diisopropylethylamine). As a reaction SMILES: C1(P(O[C:16]2[C@H:17]([CH3:40])[C@@H:18]3[C@@H:35]([C@H:36]([OH:38])[CH3:37])[C:34](=[O:39])[N:19]3[C:20]=2[C:21]([O:23][CH2:24][C:25]2[CH:30]=[CH:29][C:28]([N+:31]([O-:33])=[O:32])=[CH:27][CH:26]=2)=[O:22])(C2C=CC=CC=2)=O)C=CC=CC=1.[SH:41][C@@H:42]1[CH2:46][N:45]([C:47]([O:49][CH2:50][C:51]2[CH:56]=[CH:55][C:54]([N+:57]([O-:59])=[O:58])=[CH:53][CH:52]=2)=[O:48])[C@H:44]([C:60]([N:62]2[CH2:66][CH2:65][C@H:64]([CH2:67][N:68]3[CH2:72][CH2:71][CH2:70][CH2:69]3)[CH2:63]2)=[O:61])[CH2:43]1>CN(C)C=O.C(N(C(C)C)CC)(C)C>[OH:38][C@@H:36]([C@H:35]1[C:34](=[O:39])[N:19]2[C:20]([C:21]([O:23][CH2:24][C:25]3[CH:30]=[CH:29][C:28]([N+:31]([O-:33])=[O:32])=[CH:27][CH:26]=3)=[O:22])=[C:16]([S:41][C@@H:42]3[CH2:46][N:45]([C:47]([O:49][CH2:50][C:51]4[CH:56]=[CH:55][C:54]([N+:57]([O-:59])=[O:58])=[CH:53][CH:52]=4)=[O:48])[C@H:44]([C:60]([N:62]4[CH2:66][CH2:65][C@H:64]([CH2:67][N:68]5[CH2:69][CH2:70][CH2:71][CH2:72]5)[CH2:63]4)=[O:61])[CH2:43]3)[C@H:17]([CH3:40])[C@H:18]12)[CH3:37]. Procedure: To a solution of 4-nitrobenzyl (1R,5R,6S)-2-(diphenylphosphoryloxy)-6-[(1R)-1-hydroxyethyl]-1-methyl-1-carbapen-2-em-3-carboxylate (225 mg) in anhydrous dimethylformamide (3 ml), a solution of (2S,4S)-4-mercapto-1-(4-nitrobenzyloxycarbonyl)-2-[(3R)-3-(pyrrolidin-1-ylmethyl)pyrrolidin-1-ylcarbonyl]pyrrolidine (198 ml) in anhydrous dimethylformamide (1 ml) and diisopropylethylamine (97 μl) were added in an ice bath. The resulting mixture was stirred for 20 hours at the same temperature. The reacti... Starting materials: C1(=CC=CC=C1)P(=O)(C1=CC=CC=C1)OC=1[C@@H]([C@H]2N(C1C(=O)OCC1=CC=C(C=C1)[N+](=O)[O-])C([C@@H]2[C@@H](C)O)=O)C (4-nitrobenzyl (1R,5R,6S)-2-(diphenylphosphoryloxy)-6-[(1R)-1-hydroxyethyl]-1-methyl-1-carbapen-2-em-3-carboxylate), S[C@H]1C[C@H](N(C1)C(=O)OCC1=CC=C(C=C1)[N+](=O)[O-])C(=O)N1C[C@H](CC1)CN1CCCC1 ((2S,4S)-4-mercapto-1-(4-nitrobenzyloxycarbonyl)-2-[(3R)-3-(pyrrolidin-1-ylmethyl)pyrrolidin-1-ylcarbonyl]pyrrolidine). Conditions: time 20 hour. Reactants: COC(CC1=CC2=C(O1)C=CC(=C2)OC)=O (5-methoxy-3-benzofuranacetic acid methylester). The reagents and catalysts are [Pd] (Pd on carbon). Run in C(C)O (ethanol). Reaction conditions: time 4 hour. Product: COC(CC1CC2=C(O1)C=CC(=C2)OC)=O (5-Methoxy-2,3-dihydro-3-benzofuranacetic acid methylester). The yield is 83.2%. RXN SMILES: [CH3:1][O:2][C:3](=[O:16])[CH2:4][C:5]1[O:9][C:8]2[CH:10]=[CH:11][C:12]([O:14][CH3:15])=[CH:13][C:7]=2[CH:6]=1>C(O)C.[Pd]>[CH3:1][O:2][C:3](=[O:16])[CH2:4][CH:5]1[O:9][C:8]2[CH:10]=[CH:11][C:12]([O:14][CH3:15])=[CH:13][C:7]=2[CH2:6]1. Procedure: 50 g of 5-methoxy-3-benzofuranacetic acid methylester were dissolved in 200 ml of ethanol, and 18 g of 5% Pd on carbon black (50% water) were added. Hydrogenation was performed at 3 ato. for 4 hours at 65° C. The catalyst was filtered off, and ethanol evaporated yielding 42 g of an oil, which was not further purified before use in the next step.